Dataset: the Open Reaction Database (ORD), a public repository of structured organic reaction records. Task: describe an organic reaction: reactants, conditions, products, and yield Starting materials: [O-]C#N (cyanate), Cl (HCl), N1=CC=C(C=C1)CN (4-picolylamine), [O-]C#N.[Na+] (sodium cyanate). Solvent: O (water). Run at time 5 hour. Yields the product N1=CC=C(C=C1)CNC(=O)N (4-Picolylurea). Reaction SMILES: Cl.[N:2]1[CH:7]=[CH:6][C:5]([CH2:8][NH2:9])=[CH:4][CH:3]=1.[O-:10][C:11]#[N:12].[Na+].[O-]C#N>O>[N:2]1[CH:7]=[CH:6][C:5]([CH2:8][NH:9][C:11]([NH2:12])=[O:10])=[CH:4][CH:3]=1 |f:2.3|. Procedure: 5.1 ml of 5N HCl was added to a solution of 2.53 ml of 4-picolylamine and 1.66 g of sodium cyanate in 50 ml of water. After 5 hours, a further 0.166 g of cyanate were added and the pH adjusted to 7.5. After 18 hours the reaction mixture was evaporated to dryness, the residue extracted with 100 ml of hot 2-propanol. The filtrate was concentrated, cooled and the solid collected to give the title compound (3.03 g) mp 194-6° C. A further 0.63 g could be isolated as second and third crops. The reactants are CCOC(=O)C(CNC(=O)OC(C)(C)C)Cc1ccc(Cl)c(F)c1, C1CCOC1, CO, O. Yields the product CC(C)(C)OC(=O)NCC(Cc1ccc(Cl)c(F)c1)C(=O)O. RXN SMILES: [C:1]([CH3:2])([CH3:3])([CH3:4])[O:5][C:6](=[O:7])[NH:8][CH2:9][CH:10]([C:11](=[O:12])[O:13][CH2:14][CH3:15])[CH2:16][c:17]1[cH:18][c:19]([F:24])[c:20]([Cl:23])[cH:21][cH:22]1.[CH2:26]1[O:27][CH2:28][CH2:29][CH2:30]1.[CH3:31][OH:32].[OH2:25]>>[C:1]([CH3:2])([CH3:3])([CH3:4])[O:5][C:6](=[O:7])[NH:8][CH2:9][CH:10]([C:11](=[O:12])[OH:13])[CH2:16][c:17]1[cH:18][c:19]([F:24])[c:20]([Cl:23])[cH:21][cH:22]1. The reactants are BrC=1C=NC=CC1 (3-bromopyridine), C(C#C)O (propargyl alcohol). The reagents and catalysts are Cl[Pd]([P](C1=CC=CC=C1)(C2=CC=CC=C2)C3=CC=CC=C3)([P](C4=CC=CC=C4)(C5=CC=CC=C5)C6=CC=CC=C6)Cl (bis(triphenylphosphine)palladium(II) chloride), [Cu](I)I (copper iodide). Solvent: C(C)N(CC)CC (triethylamine). Product: N1=CC(=CC=C1)C#CCO (3-(3-pyridyl)-2-propyn-1-ol). RXN SMILES: Br[C:2]1[CH:3]=[N:4][CH:5]=[CH:6][CH:7]=1.[CH2:8]([OH:11])[C:9]#[CH:10]>C(N(CC)CC)C.Cl[Pd](Cl)([P](C1C=CC=CC=1)(C1C=CC=CC=1)C1C=CC=CC=1)[P](C1C=CC=CC=1)(C1C=CC=CC=1)C1C=CC=CC=1.[Cu](I)I>[N:4]1[CH:5]=[CH:6][CH:7]=[C:2]([C:10]#[C:9][CH2:8][OH:11])[CH:3]=1 |^1:21,40|. Procedure details: A mixture of 3-bromopyridine (6.25 ml), propargyl alcohol (4.9 ml), bis(triphenylphosphine)palladium(II) chloride (0.45 g) and copper iodide (125 mg) in triethylamine (100 ml) was stirred under reflux for 1.5 hours. After being cooled at room temperature, the reaction mixture was filtered and the insoluble material on the filter was washed with ethyl acetate (about 200 ml). The filtrate and the washing were combined and evaporated under reduced pressure. The resulting residue was purified by col... Starting materials: CC[O-], CCO, Clc1cnc(Cl)nc1, [Na+], Sc1ccccc1. Product: Clc1cnc(Sc2ccccc2)nc1. RXN SMILES: [CH3:17][CH2:18][O-:19].[CH3:20][CH2:21][OH:22].[Cl:8][c:9]1[n:10][cH:11][c:12]([Cl:15])[cH:13][n:14]1.[Na+:16].[SH:1][c:2]1[cH:3][cH:4][cH:5][cH:6][cH:7]1>>[S:1]([c:2]1[cH:3][cH:4][cH:5][cH:6][cH:7]1)[c:9]1[n:10][cH:11][c:12]([Cl:15])[cH:13][n:14]1. Starting materials: CCOC(=O)c1c(C)n(-c2ccccc2)cc(-c2ccc(Cl)cc2)c1=O, CO, [Na+], [OH-], O. Product: Cc1c(C(=O)[O-])c(=O)c(-c2ccc(Cl)cc2)cn1-c1ccccc1, [Na+]. As a reaction SMILES: [CH3:1][c:2]1[c:3]([C:4](=[O:5])[O:6][CH2:7][CH3:8])[c:9](=[O:26])[c:10](-[c:19]2[cH:20][cH:21][c:22]([Cl:25])[cH:23][cH:24]2)[cH:11][n:12]1-[c:13]1[cH:14][cH:15][cH:16][cH:17][cH:18]1.[CH3:30][OH:31].[Na+:28].[OH-:27].[OH2:29]>>[CH3:1][c:2]1[c:3]([C:4](=[O:5])[O-:6])[c:9](=[O:26])[c:10](-[c:19]2[cH:20][cH:21][c:22]([Cl:25])[cH:23][cH:24]2)[cH:11][n:12]1-[c:13]1[cH:14][cH:15][cH:16][cH:17][cH:18]1.[Na+:28]. The reactants are FC1=CC(=C2CCC(C2=C1)=O)C (6-fluoro-4-methyl-2,3-dihydro-1H-inden-1-one), Cl (HCl), N(=O)OCCC(C)C (isopentyl nitrite). Run in C(C)OCC (diethyl ether). Conditions: time 3 hour. Product: FC1=CC(=C2CC(C(C2=C1)=O)=NO)C (6-fluoro-2-(hydroxyimino)-4-methyl-2,3-dihydro-1H-inden-1-one). The yield is 75.7%. RXN SMILES: [F:1][C:2]1[CH:10]=[C:9]2[C:5]([CH2:6][CH2:7][C:8]2=[O:11])=[C:4]([CH3:12])[CH:3]=1.Cl.[N:14](OCCC(C)C)=[O:15]>C(OCC)C>[F:1][C:2]1[CH:10]=[C:9]2[C:5]([CH2:6][C:7](=[N:14][OH:15])[C:8]2=[O:11])=[C:4]([CH3:12])[CH:3]=1. Procedure details: To a stirred solution of 6-fluoro-4-methyl-2,3-dihydro-1H-inden-1-one (1 g, 6.09 mmol) in a mixture of diethyl ether (10 mL) and concentrated HCl (10 mL) was added isopentyl nitrite (0.73 mL, 5.47 mmol) and stirred at RT for 3 h. The precipitated solid was collected by filtration and washed with MeOH to obtain 6-fluoro-2-(hydroxyimino)-4-methyl-2,3-dihydro-1H-inden-1-one as a brown solid (800 mg, 68%).